Task: describe an organic reaction: reactants, conditions, products, and yield. Dataset: the Open Reaction Database (ORD), a public repository of structured organic reaction records Reactants: BrC=1SC(=C(N1)C(NC=1C=NN(C1)C)=O)NC(OC(C)(C)C)=O (tert-butyl 2-bromo-4-(1-methyl-1H-pyrazol-4-ylcarbamoyl)thiazol-5-ylcarbamate), B1(OC(C(O1)(C)C)(C)C)C2=CC(=CC=C2)CN3CCOCC3 (3-(4-morpholinomethyl)phenylboronic acid pinacol ester). Product: NC1=C(N=C(S1)C1=CC(=CC=C1)CN1CCOCC1)C(=O)NC=1C=NN(C1)C (5-amino-N-(1-methyl-1H-pyrazol-4-yl)-2-(3-(morpholinomethyl)phenyl)thiazole-4-carboxamide). Reaction SMILES: Br[C:2]1[S:3][C:4]([NH:16]C(=O)OC(C)(C)C)=[C:5]([C:7](=[O:15])[NH:8][C:9]2[CH:10]=[N:11][N:12]([CH3:14])[CH:13]=2)[N:6]=1.B1([C:33]2[CH:38]=[CH:37][CH:36]=[C:35]([CH2:39][N:40]3[CH2:45][CH2:44][O:43][CH2:42][CH2:41]3)[CH:34]=2)OC(C)(C)C(C)(C)O1>>[NH2:16][C:4]1[S:3][C:2]([C:37]2[CH:38]=[CH:33][CH:34]=[C:35]([CH2:39][N:40]3[CH2:45][CH2:44][O:43][CH2:42][CH2:41]3)[CH:36]=2)=[N:6][C:5]=1[C:7]([NH:8][C:9]1[CH:10]=[N:11][N:12]([CH3:14])[CH:13]=1)=[O:15]. Yield: 36.0%. Procedure: Following Example 278, Suzuki coupling of tert-butyl 2-bromo-4-(1-methyl-1H-pyrazol-4-ylcarbamoyl)thiazol-5-ylcarbamate and 3-(4-morpholinomethyl)phenylboronic acid pinacol ester gave 356 as an off-white solid (31 mg, 36% over two steps). 1H NMR (400 MHz, d6-DMSO) δ 9.80 (s, 1H), 7.98 (s, 1H), 7.80-7.73 (m, 2H), 7.65 (s, 1H), 7.49-7.38 (m, 3H), 7.35 (d, J=7.6 Hz, 1H), 3.82 (s, 3H), 3.60 (t, J=4.5 Hz, 4H), 3.53 (s, 2H), 2.45-2.33 (m, 4H). LCMS (ES+) m/z 399 (M+1) Reactants: COC1=C(OC)C(=O)C(Cc2ccc(OC(C)=O)c(C(=O)Nc3ccc(C(F)(F)F)cc3)c2)=C(C)C1=O, CO, [Na+], O, O=C([O-])O. Product: COC1=C(OC)C(=O)C(Cc2ccc(O)c(C(=O)Nc3ccc(C(F)(F)F)cc3)c2)=C(C)C1=O. Reaction SMILES: [CH3:1][O:2][C:3]1=[C:8]([O:9][CH3:10])[C:7](=[O:11])[C:6]([CH2:12][c:13]2[cH:14][cH:15][c:16]([O:32][C:33](=[O:34])[CH3:35])[c:17]([C:18](=[O:19])[NH:20][c:21]3[cH:22][cH:23][c:24]([C:27]([F:28])([F:29])[F:30])[cH:25][cH:26]3)[cH:31]2)=[C:5]([CH3:36])[C:4]1=[O:37].[CH3:43][OH:44].[Na+:38].[OH2:45].[OH:39][C:40](=[O:41])[O-:42]>>[CH3:1][O:2][C:3]1=[C:8]([O:9][CH3:10])[C:7](=[O:11])[C:6]([CH2:12][c:13]2[cH:14][cH:15][c:16]([OH:32])[c:17]([C:18](=[O:19])[NH:20][c:21]3[cH:22][cH:23][c:24]([C:27]([F:28])([F:29])[F:30])[cH:25][cH:26]3)[cH:31]2)=[C:5]([CH3:36])[C:4]1=[O:37]. Isolated yield 93.8%. Procedure details: Using the method of Example 3, Step A, ethyl 4-methyl-3-hydroxybenzoate (1.70 g, 9.46 mmol), 60% sodium hydride in mineral oil (378 mg, 9.48 mmol), and 2-chloro-4-nitropyridine (1.50 g, 9.46 mmol) were reacted to provide ethyl 4-methyl-3-(2-chloropyridin-4-yloxy)benzoate (2.59 g, 94% yield) as a clear oil. 1H NMR (CDCl3) δ 8.24 (d, 1H), 7.90 (d, 1H), 7.69 (s, 1H), 7.38 (d, 1H), 6.73 (d, 2H), 4.37 (quartet, 2H), 2.23 (s, 3H), 1.39 (t, 3H). Yields the product CC1=C(C=C(C(=O)OCC)C=C1)OC1=CC(=NC=C1)Cl (ethyl 4-methyl-3-(2-chloropyridin-4-yloxy)benzoate). The reactants are CC1=C(C=C(C(=O)OCC)C=C1)O (ethyl 4-methyl-3-hydroxybenzoate), ClC1=NC=CC(=C1)[N+](=O)[O-] (2-chloro-4-nitropyridine), [H-].[Na+] (sodium hydride), oil. RXN SMILES: [CH3:1][C:2]1[CH:12]=[CH:11][C:5]([C:6]([O:8][CH2:9][CH3:10])=[O:7])=[CH:4][C:3]=1[OH:13].[H-].[Na+].[Cl:16][C:17]1[CH:22]=[C:21]([N+]([O-])=O)[CH:20]=[CH:19][N:18]=1>>[CH3:1][C:2]1[CH:12]=[CH:11][C:5]([C:6]([O:8][CH2:9][CH3:10])=[O:7])=[CH:4][C:3]=1[O:13][C:21]1[CH:20]=[CH:19][N:18]=[C:17]([Cl:16])[CH:22]=1 |f:1.2|.